Dataset: the Open Reaction Database (ORD), a public repository of structured organic reaction records. Task: describe an organic reaction: reactants, conditions, products, and yield Starting materials: C(CCCCCCCCCCCCCCCCC)(=O)[O-].[Mg+2].C(CCCCCCCCCCCCCCCCC)(=O)[O-] (magnesium stearate), C(CCCCCCCCCCCCCCCCC)(=O)OCC(O)CO (glyceryl monostearate), artificial special compound, Starch, C([C@@H](O)[C@@H](O)[C@H](O)[C@H](O)CO)O (mannitol), sodium carboxymethylcellulose, COC(=O)[C@H](CC=1C=CC=CC1)NC(=O)[C@H](CC(=O)O)N (aspartame), COC(=O)[C@H](CC1=CC=CC=C1)NC(=O)[C@H](CC(=O)O)N (NutraSweet). Solvent: O (water). Conditions: time 10 minute. Yields the product OC(=O)C(C)C1=CC=C(CC(C)C)C=C1 (Ibuprofen). As a reaction SMILES: [C:1]([O:20]CC(CO)O)(=[O:19])[CH2:2][CH2:3]CCCCCCCCCCCCCCC.CO[C:28]([C@@H:30](NC([C@@H](N)CC(O)=O)=O)[CH2:31][C:32]1[CH:33]=[CH:34][CH:35]=[CH:36][CH:37]=1)=O.[CH2:47](O)[C@H]([C@H]([C@@H]([C@@H](CO)O)O)O)O.C([O-])(=O)CCCCCCCCCCCCCCCCC.[Mg+2].C([O-])(=O)CCCCCCCCCCCCCCCCC>O>[OH:20][C:1]([CH:2]([C:35]1[CH:36]=[CH:37][C:32]([CH2:31][CH:30]([CH3:28])[CH3:47])=[CH:33][CH:34]=1)[CH3:3])=[O:19] |f:3.4.5|. Procedure details: In a twin shell blender were placed 369.6 grams of the dried wet granulation of Example 3, 369.6 grams glyceryl monostearate (Myvaplex® 600, Eastman Chemical Co.), 33.2 grams of aspartame (The NutraSweet Co.), 21.6 grams of apple cinnamon durarome #860.310/TD 05.91 (Firminich Inc.), and 27.6 grams of an artificial special compound flavor (Firminish Inc.). This mixture was blended for 10 minutes after which 138.6 grams of Pregelatinized Starch (Starch 1500 Colorcon), 969.8 grams of granular manni... The reactants are C1(=CC=CC=C1)C1(CNCC2=CC=CC=C12)CC(C)N1CCN(CC1)C1=CC=C(C=C1)F (4-phenyl-4-{2-[4-(p-fluorophenyl)piperazin-1-yl]propyl}-1,2,3,4-tetrahydroisoquinoline), C(C)(=O)OC(C)=O (acetic anhydride), C(Cl)Cl (methylene chloride). Product: Cl.C(C)(=O)N1CC2=CC=CC=C2C(C1)(CC(C)N1CCN(CC1)C1=CC=C(C=C1)F)C1=CC=CC=C1 (2-Acetyl-4-phenyl-4-{2-[4-(p-fluorophenyl)-piperazin-1-yl]propyl}-1,2,3,4-tetrahydroisoquinoline hydrochloride). As a reaction SMILES: [C:1]1([C:7]2([CH2:17][CH:18]([N:20]3[CH2:25][CH2:24][N:23]([C:26]4[CH:31]=[CH:30][C:29]([F:32])=[CH:28][CH:27]=4)[CH2:22][CH2:21]3)[CH3:19])[C:16]3[C:11](=[CH:12][CH:13]=[CH:14][CH:15]=3)[CH2:10][NH:9][CH2:8]2)[CH:6]=[CH:5][CH:4]=[CH:3][CH:2]=1.[C:33](OC(=O)C)(=[O:35])[CH3:34].C(Cl)[Cl:41]>>[ClH:41].[C:33]([N:9]1[CH2:8][C:7]([C:1]2[CH:6]=[CH:5][CH:4]=[CH:3][CH:2]=2)([CH2:17][CH:18]([N:20]2[CH2:25][CH2:24][N:23]([C:26]3[CH:27]=[CH:28][C:29]([F:32])=[CH:30][CH:31]=3)[CH2:22][CH2:21]2)[CH3:19])[C:16]2[C:11](=[CH:12][CH:13]=[CH:14][CH:15]=2)[CH2:10]1)(=[O:35])[CH3:34] |f:3.4|. Procedure details: To a solution of 4-phenyl-4-{2-[4-(p-fluorophenyl)piperazin-1-yl]propyl}-1,2,3,4-tetrahydroisoquinoline (1.2 g) in methylene chloride (30 ml) was added acetic anhydride (0.33 ml) with ice-cooling and stirring and the mixture was further stirred at room temperature for 1 hour. The reaction mixture was then concentrated to dryness and the residue was purified by silica gel column chromatography (ethyl acetate-methanol=10:1) and treated with hydrochloric acid to provide the title compound (1.2 g) a...